This data is from the Open Reaction Database (ORD), a public repository of structured organic reaction records. The task is: describe an organic reaction: reactants, conditions, products, and yield The reactants are NC1=C(N)C=C(C(=C1)Cl)S(N)(=O)=O (2-amino-4-chloro-5-sulfamyl aniline), C(CCC)(=O)O (butyric acid), Cl (hydrochloric acid). Run in [OH-].[NH4+] (ammonium hydroxide). Yields the product ClC1=CC2=C(NC(=N2)CCC)C=C1S(N)(=O)=O (5-Chloro-2-propyl-6-sulfamyl-1H-Benzimidazole). Isolated yield 40.5%. RXN SMILES: [NH2:1][C:2]1[CH:8]=[C:7]([Cl:9])[C:6]([S:10](=[O:13])(=[O:12])[NH2:11])=[CH:5][C:3]=1[NH2:4].[C:14](O)(=O)[CH2:15][CH2:16][CH3:17].Cl>[OH-].[NH4+]>[Cl:9][C:7]1[C:6]([S:10](=[O:12])(=[O:13])[NH2:11])=[CH:5][C:3]2[NH:4][C:14]([CH2:15][CH2:16][CH3:17])=[N:1][C:2]=2[CH:8]=1 |f:3.4|. Reported procedure: A mixture of 9.0 g of 2-amino-4-chloro-5-sulfamyl aniline, 14.1 g of butyric acid, and 40.3 ml of a 15% hydrochloric acid solution was refluxed for 6 hours and then concentrated in vacuo to a solid. The solid was dissolved in hot methanol, treated with charcoal, boiled ten minutes, and filtered. Concentration in vacuo provided a solid which was then added portionwise to 200 ml of concentrated ammonium hydroxide. The free base was then recrystallized from acetonitrile to yield 4.5 g of pink cryst... Reactants: ClC1=CC=C(OC=2N=CC(=NC2)N2C(CC[C@@H]2C2=CC(=CC=C2)OC)=O)C=C1 ((R)-1-[5-(4-chlorophenoxy)pyrazin-2-yl]-5-(3-methoxyphenyl)pyrrolidin-2-one), B(Br)(Br)Br (BBr3). The solvent is C(Cl)Cl (DCM), C(Cl)Cl (DCM). Run at time 1 hour. Yields the product ClC1=CC=C(OC=2N=CC(=NC2)N2C(CC[C@@H]2C2=CC(=CC=C2)O)=O)C=C1 ((R)-1-[5-(4-chlorophenoxy)pyrazin-2-yl]-5-(3-hydroxyphenyl)pyrrolidin-2-one). Isolated yield 100.4%. Reaction SMILES: [Cl:1][C:2]1[CH:28]=[CH:27][C:5]([O:6][C:7]2[N:8]=[CH:9][C:10]([N:13]3[C@@H:17]([C:18]4[CH:23]=[CH:22][CH:21]=[C:20]([O:24]C)[CH:19]=4)[CH2:16][CH2:15][C:14]3=[O:26])=[N:11][CH:12]=2)=[CH:4][CH:3]=1.B(Br)(Br)Br>C(Cl)Cl>[Cl:1][C:2]1[CH:3]=[CH:4][C:5]([O:6][C:7]2[N:8]=[CH:9][C:10]([N:13]3[C@@H:17]([C:18]4[CH:23]=[CH:22][CH:21]=[C:20]([OH:24])[CH:19]=4)[CH2:16][CH2:15][C:14]3=[O:26])=[N:11][CH:12]=2)=[CH:27][CH:28]=1. Procedure details: A mixture of (R)-1-[5-(4-chlorophenoxy)pyrazin-2-yl]-5-(3-methoxyphenyl)pyrrolidin-2-one (286 mg, 0.72 mmol), DCM (10 mL) and BBr3 (1M in DCM, 4 mL) is stirred at room temperature for 1 h. The reaction mixture is then diluted with DCM (120 mL), washed with saturated NaHCO3 (20 mL) and brine (20 mL) and dried over Na2SO4. After concentrating, the residue is purified on silica gel (0-33% ethyl acetate in hexane) to give (R)-1-[5-(4-chlorophenoxy)pyrazin-2-yl]-5-(3-hydroxyphenyl)pyrrolidin-2-one (2... Reactants: CCOC(C)=O, Cn1c(NCc2ccc(F)c(C(F)(F)F)c2)nc2ccccc21, O=S(=O)(Cl)c1ccccc1, c1ccncc1. The product is Cn1c(N(Cc2ccc(F)c(C(F)(F)F)c2)S(=O)(=O)c2ccccc2)nc2ccccc21. RXN SMILES: [CH3:40][CH2:41][O:42][C:43]([CH3:44])=[O:45].[F:1][c:2]1[c:3]([C:20]([F:21])([F:22])[F:23])[cH:4][c:5]([CH2:6][NH:7][c:8]2[n:9][c:10]3[c:11]([n:12]2[CH3:13])[cH:14][cH:15][cH:16][cH:17]3)[cH:18][cH:19]1.[c:24]1([S:30](=[O:31])(=[O:32])[Cl:33])[cH:25][cH:26][cH:27][cH:28][cH:29]1.[cH:34]1[cH:35][cH:36][n:37][cH:38][cH:39]1>>[F:1][c:2]1[c:3]([C:20]([F:21])([F:22])[F:23])[cH:4][c:5]([CH2:6][N:7]([c:8]2[n:9][c:10]3[c:11]([n:12]2[CH3:13])[cH:14][cH:15][cH:16][cH:17]3)[S:30]([c:24]2[cH:25][cH:26][cH:27][cH:28][cH:29]2)(=[O:31])=[O:32])[cH:18][cH:19]1. The reactants are Cl.C(C)OC(=N)C1=CC=C(C(=O)OCC)C=C1 (ethyl 4-ethoxycarbonimidoylbenzoate hydrochloride), C(CN)N (ethylenediamine). Solvent: C(C)O (ethanol). The product is N1C(=NCC1)C1=CC=C(C(=O)OCC)C=C1 (ethyl 4-(2-imidazoline-2-yl)benzoate). RXN SMILES: Cl.C(O[C:5]([C:7]1[CH:17]=[CH:16][C:10]([C:11]([O:13][CH2:14][CH3:15])=[O:12])=[CH:9][CH:8]=1)=[NH:6])C.[CH2:18](N)[CH2:19][NH2:20]>C(O)C>[NH:20]1[CH2:19][CH2:18][N:6]=[C:5]1[C:7]1[CH:8]=[CH:9][C:10]([C:11]([O:13][CH2:14][CH3:15])=[O:12])=[CH:16][CH:17]=1 |f:0.1|. Procedure details: 2.96 g (11.5 mmol) of ethyl 4-ethoxycarbonimidoylbenzoate hydrochloride and 690 mg (11.5 mmol) of ethylenediamine were stirred in 100 ml of ethanol at 60° C. for 4 hours. The solvent was evaporated. 1 N aqueous sodium hydroxide solution was added to the residue. After the extraction with dichloromethane followed by the washing with saturated Aqueous NaCl solution and drying over anhydrous magnesium sulfate, the solvent was evaporated to obtain the title compound. Starting materials: FC=1C(=CC(=NC1)OC)C1=C(C=C(C=C1)C(=O)OC)C(=O)OC (Dimethyl 4-(5-fluoro-2-(methyloxy)-4-pyridinyl)-1,3-benzenedicarboxylate), [OH-].[K+] (potassium hydroxide), Cl (HCl). The solvent is C1CCOC1 (THF), CO (MeOH). Conditions: time 17 hour. Product: FC=1C(=CC(=NC1)OC)C1=C(C=C(C(=O)O)C=C1)C(=O)OC (4-(5-Fluoro-2-(methyloxy)-4-pyridinyl)-3-((methyloxy)carbonyl)benzoic acid). The yield is 99.5%. As a reaction SMILES: [F:1][C:2]1[C:3]([C:10]2[CH:15]=[CH:14][C:13]([C:16]([O:18]C)=[O:17])=[CH:12][C:11]=2[C:20]([O:22][CH3:23])=[O:21])=[CH:4][C:5]([O:8][CH3:9])=[N:6][CH:7]=1.[OH-].[K+].Cl>C1COCC1.CO>[F:1][C:2]1[C:3]([C:10]2[CH:15]=[CH:14][C:13]([C:16]([OH:18])=[O:17])=[CH:12][C:11]=2[C:20]([O:22][CH3:23])=[O:21])=[CH:4][C:5]([O:8][CH3:9])=[N:6][CH:7]=1 |f:1.2|. Reported procedure: To a stirred solution of 83.21A (0.860 g, 2.7 mmol) in THF (7.00 mL) and MeOH (7.00 mL) at 0° C. was added potassium hydroxide (1.5 mL, 3.0 mmol) slowly to maintain the temperature below 6° C. The reaction mixture was allowed to warm to room temperature and stirred for 17 hours. After which, the reaction was acidified with 1N HCl and extracted three times with EtOAc. After drying over anhydrous magnesium sulfate and filtering, the organic solvent was removed under reduced pressure to yield 83.21...